This data is from the Open Reaction Database (ORD), a public repository of structured organic reaction records. The task is: describe an organic reaction: reactants, conditions, products, and yield Starting materials: FC(C(=O)OI(C(C(C(C(C(C(C(C(F)(F)F)(F)F)(F)F)(F)F)(F)F)(F)F)(F)F)(F)F)OC(C(F)(F)F)=O)(F)F (di(trifluoroacetoxy)iodoheptadecafluoro-n-octane), C1=CC=CC=C1 (benzene), CS(=O)(=O)O (methanesulfonic acid). Solvent: FC(C(=O)O)(F)F (trifluoroacetic acid). The product is CS(=O)(=O)[O-].FC(C(C(C(C(C(C([I+]C1=CC=CC=C1)(F)F)(F)F)(F)F)(F)F)(F)F)(F)F)(C(F)(F)F)F (heptadecafluoro-n-octylphenyliodonium methanesulfonate). Yield: 25.7%. As a reaction SMILES: FC(F)(F)C(O[I:6](OC(=O)C(F)(F)F)[C:7]([F:31])([F:30])[C:8]([F:29])([F:28])[C:9]([F:27])([F:26])[C:10]([F:25])([F:24])[C:11]([F:23])([F:22])[C:12]([F:21])([F:20])[C:13]([F:19])([F:18])[C:14]([F:17])([F:16])[F:15])=O.[CH:41]1[CH:46]=[CH:45][CH:44]=[CH:43][CH:42]=1.[CH3:47][S:48]([OH:51])(=[O:50])=[O:49]>FC(F)(F)C(O)=O>[CH3:47][S:48]([O-:51])(=[O:50])=[O:49].[F:19][C:13]([F:18])([C:14]([F:16])([F:15])[F:17])[C:12]([F:21])([F:20])[C:11]([F:23])([F:22])[C:10]([F:25])([F:24])[C:9]([F:26])([F:27])[C:8]([F:28])([F:29])[C:7]([F:30])([F:31])[I+:6][C:41]1[CH:46]=[CH:45][CH:44]=[CH:43][CH:42]=1 |f:4.5|. Reported procedure: 1.0 g (1.30×10-3 mol) of di(trifluoroacetoxy)iodoheptadecafluoro-n-octane was suspended in 6.0 ml of trifluoroacetic acid, and 0.173 ml (1.95×10-3 mol) of benzene and then 0.0843 ml (1.30×10-3 mol) of methanesulfonic acid were added dropwise to the suspension, followed by allowing the mixture to react for 2 weeks at room temperature. The reaction mixture was dried up and a small amount of acetonitrile was added thereto to obtain 240 mg (26% yield) of heptadecafluoro-n-octylphenyliodonium methane... The reactants are C(C)(C)(C)OC(=O)N1CCC2=CC(=C(C=C12)C(C)(C)C)SC#N (6-tert-butyl-5-thiocyanato-2,3-dihydro-indole-1-carboxylic acid tert-butyl ester), SC[C@@H](O)[C@H](O)CS (dithiothreitol), P(=O)([O-])([O-])[O-] (phosphate). Run in CCO (EtOH). Product: C(C)(C)(C)OC(=O)N1CCC2=CC(=C(C=C12)C(C)(C)C)S (6-tert-Butyl-5-mercapto-2,3-dihydro-indole-1-carboxylic acid tert-butyl ester). Reaction SMILES: [C:1]([O:5][C:6]([N:8]1[C:16]2[C:11](=[CH:12][C:13]([S:21]C#N)=[C:14]([C:17]([CH3:20])([CH3:19])[CH3:18])[CH:15]=2)[CH2:10][CH2:9]1)=[O:7])([CH3:4])([CH3:3])[CH3:2].SC[C@H]([C@@H](CS)O)O.P([O-])([O-])([O-])=O>CCO>[C:1]([O:5][C:6]([N:8]1[C:16]2[C:11](=[CH:12][C:13]([SH:21])=[C:14]([C:17]([CH3:20])([CH3:19])[CH3:18])[CH:15]=2)[CH2:10][CH2:9]1)=[O:7])([CH3:4])([CH3:3])[CH3:2]. Procedure details: The title compound was prepared according to General Method 14 using 6-tert-butyl-5-thiocyanato-2,3-dihydro-indole-1-carboxylic acid tert-butyl ester (prepared in Example KK; 2.0 g, 6.6 mmol), dithiothreitol (1.21 g, 7.9 mmol), EtOH (100 mL), and phosphate buffer (pH: 7.5, 10 mL). The crude product was used without any purification. Reactants: CC(C)(C)OC(=O)N1CC1Cc1ccccc1, Cc1ccccc1, NCc1ccccc1. Yields the product CC(C)(C)OC(=O)NC(CNCc1ccccc1)Cc1ccccc1. As a reaction SMILES: [C:1]([CH3:2])([CH3:3])([CH3:4])[O:5][C:6](=[O:7])[N:8]1[CH:9]([CH2:11][c:12]2[cH:13][cH:14][cH:15][cH:16][cH:17]2)[CH2:10]1.[CH3:26][c:27]1[cH:28][cH:29][cH:30][cH:31][cH:32]1.[NH2:18][CH2:19][c:20]1[cH:21][cH:22][cH:23][cH:24][cH:25]1>>[C:1]([CH3:2])([CH3:3])([CH3:4])[O:5][C:6](=[O:7])[NH:8][CH:9]([CH2:10][NH:18][CH2:19][c:20]1[cH:21][cH:22][cH:23][cH:24][cH:25]1)[CH2:11][c:12]1[cH:13][cH:14][cH:15][cH:16][cH:17]1. As a reaction SMILES: [CH3:1]CCBr.[I-].[CH2:6]([CH:9]([CH2:12][CH2:13][CH3:14])[C:10]#[N:11])[CH2:7][CH3:8].[OH-:15].[Na+].[OH-:17].[K+].[Na]>>[CH2:6]([C:9]([CH2:12][CH2:13][CH3:14])([C:10]#[N:11])[C:1]([OH:17])=[O:15])[CH2:7][CH3:8] |f:3.4,5.6,^1:18|. Product: C(CC)C(C(=O)O)(C#N)CCC (di-n-propyl cyanacetic acid), ( c ). Reactants: [OH-].[Na+] (sodium hydroxide), [OH-].[K+] (potassium hydroxide), [Na] (sodium), [OH-].[K+] (potassium hydroxide), ester, C(CC)C(C#N)CCC (Di-n-propyl acetonitrile), ester, [I-] (iodide), alkyl, CCCBr (n-propyl bromide). Procedure details: Process for the preparation of di-n-propylacetonitrile of the formula: ##STR5## whereby, (a) sodium n-propylate in n-propanol medium is added to a reaction medium which is formed of a cyanacetate of general formula: ##STR6## in which R represents an alkyl radical having from 1 to 4 carbon atoms, and n-propyl bromide or iodide, the alkylation reaction taking place under reflux at atmospheric pressure, (b) the crude ester obtained is saponified at a temperature between 30° and 70° C. with a 10 to ... Starting materials: O=C([O-])[O-], Cc1ccccc1, Fc1ccc2c(c1)C(N1CCNCC1)Cc1cc(Cl)ccc1S2, O=C1OCCN1CCCl, [I-], [K+], [K+], [K+], O, c1ccccc1. Yields the product O=C1OCCN1CCN1CCN(C2Cc3cc(Cl)ccc3Sc3ccc(F)cc32)CC1. Reaction SMILES: [C:24](=[O:25])([O-:26])[O-:27].[CH3:48][c:49]1[cH:50][cH:51][cH:52][cH:53][cH:54]1.[Cl:1][c:2]1[cH:3][c:4]2[c:5]([cH:22][cH:23]1)[S:6][c:7]1[c:8]([cH:17][c:18]([F:21])[cH:19][cH:20]1)[CH:9]([N:11]1[CH2:12][CH2:13][NH:14][CH2:15][CH2:16]1)[CH2:10]2.[Cl:32][CH2:33][CH2:34][N:35]1[C:36](=[O:40])[O:37][CH2:38][CH2:39]1.[I-:31].[K+:28].[K+:29].[K+:30].[OH2:47].[cH:41]1[cH:42][cH:43][cH:44][cH:45][cH:46]1>>[Cl:1][c:2]1[cH:3][c:4]2[c:5]([cH:22][cH:23]1)[S:6][c:7]1[c:8]([cH:17][c:18]([F:21])[cH:19][cH:20]1)[CH:9]([N:11]1[CH2:12][CH2:13][N:14]([CH2:33][CH2:34][N:35]3[C:36](=[O:40])[O:37][CH2:38][CH2:39]3)[CH2:15][CH2:16]1)[CH2:10]2.